This data is from the Open Reaction Database (ORD), a public repository of structured organic reaction records. The task is: describe an organic reaction: reactants, conditions, products, and yield Reactants: OO (hydrogen peroxide), C(C)(C)(C)OC(N[C@@H]([C@@H](CC)C1=CC=CC=C1)C(=O)N1C(OC[C@@H]1C1=CC=CC=C1)=O)=O ([(1S,2S)-1-((S)-2-oxo-4-phenyl-oxazolidine-3-carbonyl)-2-phenyl-butyl]-carbamic acid tert-butyl ester), O.[OH-].[Li+] (lithium hydroxide monohydrate). Solvent: O (water), O1CCCC1 (tetrahydrofuran), O (water). Reaction conditions: temperature -10 celsius, time 3 hour. Yields the product C(C)(C)(C)OC(=O)N[C@H](C(=O)O)[C@@H](CC)C1=CC=CC=C1 ((2S,3S)-2-tert-butoxycarbonylamino-3-phenyl-pentanoic acid). Isolated yield 58.0%. As a reaction SMILES: [C:1]([O:5][C:6](=[O:32])[NH:7][C@H:8]([C:18](N1[C@@H](C2C=CC=CC=2)COC1=O)=[O:19])[C@H:9]([C:12]1[CH:17]=[CH:16][CH:15]=[CH:14][CH:13]=1)[CH2:10][CH3:11])([CH3:4])([CH3:3])[CH3:2].[OH:33]O.O.[OH-].[Li+]>O1CCCC1.O>[C:1]([O:5][C:6]([NH:7][C@@H:8]([C@H:9]([C:12]1[CH:13]=[CH:14][CH:15]=[CH:16][CH:17]=1)[CH2:10][CH3:11])[C:18]([OH:19])=[O:33])=[O:32])([CH3:2])([CH3:3])[CH3:4] |f:2.3.4|. Procedure: To a solution of [(1S,2S)-1-((S)-2-oxo-4-phenyl-oxazolidine-3-carbonyl)-2-phenyl-butyl]-carbamic acid tert-butyl ester (4.38 g, 10 mmol) in a mixture of tetrahydrofuran and water (3:1, 60 mL) at −10° C. was added sequentially a solution of hydrogen peroxide in water (11 mL, 100 mmol, 30%) and an aqueous solution (15 mL) of lithium hydroxide monohydrate (1.23 g, 30 mmol). The reaction mixture was stirred at −10° C. and the progress of the reaction was monitored by thin layer chromatography. After... Starting materials: COc1cnc(CO)c(OC)n1, ClCCl, O=S(Cl)Cl. The product is COc1cnc(CCl)c(OC)n1. As a reaction SMILES: [CH3:1][O:2][c:3]1[c:4]([CH2:11][OH:12])[n:5][cH:6][c:7]([O:9][CH3:10])[n:8]1.[Cl:17][CH2:18][Cl:19].[S:13]([Cl:14])([Cl:15])=[O:16]>>[CH3:1][O:2][c:3]1[c:4]([CH2:11][Cl:15])[n:5][cH:6][c:7]([O:9][CH3:10])[n:8]1. Yields the product OC1=C(C(=C2C(OCC2=C1C)=O)OS(=O)(=O)C1=CC=C(C=C1)C)CC=C(CCC(=O)O)C (6-(1,3-dihydro-6-hydroxy-7-methyl-3-oxo-4-p-toluenesulfonyloxyisobenzofuran-5-yl)-4-methyl-4-hexenoic acid). Reactants: C(C)C1=C(C(=C2C(OCC2=C1C)=O)OS(=O)(=O)C1=CC=C(C=C1)C)C/C=C(/CCC(=O)OC)\C (methyl (E) 6-(1,3-dihydro-6-ethyl-7-methyl-3-oxo-4-p-toluenesulfonyloxylisobenzofuran-5-yl)-4-methyl-4-hexenoate), [OH-].[Li+] (lithium hydroxide). The solvent is CO (methanol). Procedure details: A solution of methyl (E) 6-(1,3-dihydro-6-ethyl-7-methyl-3-oxo-4-p-toluenesulfonyloxylisobenzofuran-5-yl)-4-methyl-4-hexenoate (3.16 g) and lithium hydroxide (1.2 g) in 1:1 aqueous methanol (40 ml) was heated at 62° C. for 18 hours. The solution was acidified and extracted with ethyl acetate. The extract was dried and evaporated and the residue chromatographed on silica gel, eluting wth ethyl acetate/hexane/acetic acid to afford (E) 6-(1,3-dihydro-6-ethyl-4-hydroxy-7-methyl-3-oxoisobenzofuran-5-... RXN SMILES: C([C:3]1[C:11]([CH3:12])=[C:10]2[C:6]([C:7](=[O:13])[O:8][CH2:9]2)=[C:5]([O:14][S:15]([C:18]2[CH:23]=[CH:22][C:21]([CH3:24])=[CH:20][CH:19]=2)(=[O:17])=[O:16])[C:4]=1[CH2:25]/[CH:26]=[C:27](\[CH3:34])/[CH2:28][CH2:29][C:30]([O:32]C)=[O:31])C.[OH-:35].[Li+]>CO>[OH:35][C:3]1[C:11]([CH3:12])=[C:10]2[C:6]([C:7](=[O:13])[O:8][CH2:9]2)=[C:5]([O:14][S:15]([C:18]2[CH:23]=[CH:22][C:21]([CH3:24])=[CH:20][CH:19]=2)(=[O:16])=[O:17])[C:4]=1[CH2:25][CH:26]=[C:27]([CH3:34])[CH2:28][CH2:29][C:30]([OH:32])=[O:31] |f:1.2|. Starting materials: ClC=1C=C(C=CC1Cl)[C@](CO)(CC=C)NC (2-(S)-(3,4-dichlorophenyl)-2-methylamino-4-penten-1-ol), [H-].[Na+] (sodium hydride), resultant mixture, COC=1C=C(CCl)C=C(C1OC)OC (3,4,5-trimethoxybenzyl chloride), ice water. Solvent: CN(C=O)C (N,N-dimethylformamide), CN(C=O)C (N,N-dimethylformamide), CN(C=O)C (N,N-dimethylformamide). Run at time 1 hour. The product is COC=1C=C(COC[C@@](CC=C)(NC)C2=CC(=C(C=C2)Cl)Cl)C=C(C1OC)OC (1-(3,4,5-trimethoxybenzyloxy)-2-(S)-(3,4-dichlorophenyl)-2-(N-methylamino)-4-pentene). The yield is 82.0%. Reaction SMILES: [Cl:1][C:2]1[CH:3]=[C:4]([C@@:9]([NH:15][CH3:16])([CH2:12][CH:13]=[CH2:14])[CH2:10][OH:11])[CH:5]=[CH:6][C:7]=1[Cl:8].[H-].[Na+].[CH3:19][O:20][C:21]1[CH:22]=[C:23]([CH:26]=[C:27]([O:31][CH3:32])[C:28]=1[O:29][CH3:30])[CH2:24]Cl>CN(C)C=O>[CH3:32][O:31][C:27]1[CH:26]=[C:23]([CH:22]=[C:21]([O:20][CH3:19])[C:28]=1[O:29][CH3:30])[CH2:24][O:11][CH2:10][C@:9]([C:4]1[CH:5]=[CH:6][C:7]([Cl:8])=[C:2]([Cl:1])[CH:3]=1)([NH:15][CH3:16])[CH2:12][CH:13]=[CH2:14] |f:1.2|. Procedure details: Under argon, a solution of 2-(S)-(3,4-dichlorophenyl)-2-methylamino-4-penten-1-ol (8.5 g) in anhydrous N,N-dimethylformamide (50 mL) was added to a suspension of sodium hydride (1.5 g) in anhydrous N,N-dimethylformamide (50 mL) under cooling with ice, and the mixture was stirred for 1 hour at room temperature. A solution of 3,4,5-trimethoxybenzyl chloride (7.8 g) in anhydrous N,N-dimethylformamide (30 mL) was added to the reaction mixture under cooling with ice, and the resultant mixture was sti... The reactants are BrC=1C=CC(=NC1)Cl (5-bromo-2-chloropyridine), CON(C(C)=O)C (N-methoxy-N-methylacetamide). The solvent is C1CCOC1 (THF), C1CCOC1 (THF). Conditions: temperature 0 celsius, time 5 minute. Product: ClC1=CC=C(C=N1)C(C)=O (1-(6-Chloro-pyridin-3-yl)-ethanone). The yield is 83.7%. Reaction SMILES: Br[C:2]1[CH:3]=[CH:4][C:5]([Cl:8])=[N:6][CH:7]=1.CON(C)[C:12](=[O:14])[CH3:13]>C1COCC1>[Cl:8][C:5]1[N:6]=[CH:7][C:2]([C:12](=[O:14])[CH3:13])=[CH:3][CH:4]=1. Procedure details: A round bottomed flask was charged with 5-bromo-2-chloropyridine (5.30 g, 27.6 mmol) in THF under N2 and cooled at 0° C. A solution of 1 M iso-propylmagnesiumchloride-lithium chloride complex in THF (40 mL) was added drop wise over 15 min. After 70 min N-methoxy-N-methylacetamide (4.1 mL, 38 mmol) was added drop wise. After stirring for 5 min at 0° C. the cooling bath was removed. The mixture was left stirring overnight and was then quenched by the addition of 100 mL saturated aqueous NH4Cl solu... The reactants are COC1(c2ccc(C)c(Cc3ccc(-c4ccc(F)cc4)s3)c2)OC(C=O)C(OCc2ccccc2)C(OCc2ccccc2)C1OCc1ccccc1, C=O, C1COCCO1, [Na+], [OH-]. The product is COC1(c2ccc(C)c(Cc3ccc(-c4ccc(F)cc4)s3)c2)OC(C=O)(CO)C(OCc2ccccc2)C(OCc2ccccc2)C1OCc1ccccc1. RXN SMILES: [CH2:1]([c:2]1[cH:3][cH:4][cH:5][cH:6][cH:7]1)[O:8][CH:9]1[CH:10]([CH:53]=[O:54])[O:11][C:12]([O:31][CH3:32])([c:33]2[cH:34][c:35]([CH2:40][c:41]3[s:42][c:43](-[c:46]4[cH:47][cH:48][c:49]([F:52])[cH:50][cH:51]4)[cH:44][cH:45]3)[c:36]([CH3:39])[cH:37][cH:38]2)[CH:13]([O:23][CH2:24][c:25]2[cH:26][cH:27][cH:28][cH:29][cH:30]2)[CH:14]1[O:15][CH2:16][c:17]1[cH:18][cH:19][cH:20][cH:21][cH:22]1.[CH2:55]=[O:56].[CH2:59]1[O:60][CH2:61][CH2:62][O:63][CH2:64]1.[Na+:58].[OH-:57]>>[CH2:1]([c:2]1[cH:3][cH:4][cH:5][cH:6][cH:7]1)[O:8][CH:9]1[C:10]([CH:53]=[O:54])([CH2:55][OH:56])[O:11][C:12]([O:31][CH3:32])([c:33]2[cH:34][c:35]([CH2:40][c:41]3[s:42][c:43](-[c:46]4[cH:47][cH:48][c:49]([F:52])[cH:50][cH:51]4)[cH:44][cH:45]3)[c:36]([CH3:39])[cH:37][cH:38]2)[CH:13]([O:23][CH2:24][c:25]2[cH:26][cH:27][cH:28][cH:29][cH:30]2)[CH:14]1[O:15][CH2:16][c:17]1[cH:18][cH:19][cH:20][cH:21][cH:22]1. The reactants are C1(=CC=CC=C1)C(OC1CCN(CC1)CCCOC1=C(C=CC=C1)N)C1=CC=CC=C1 (4-diphenylmethoxy-1-[3-(2-aminophenoxy)propyl]piperidine), C1(=CC=CC=C1)S(=O)(=O)Cl (benzenesulfonyl chloride), ice water, resultant solution. The solvent is N1=CC=CC=C1 (pyridine). Conditions: time 30 minute. Yields the product C1(=CC=CC=C1)C(OC1CCN(CC1)CCCOC1=C(C=CC=C1)NS(=O)(=O)C1=CC=CC=C1)C1=CC=CC=C1 (4-diphenylmethoxy-1-[3-(2-benzenesulfonylaminophenoxy)propyl]piperidine). Isolated yield 59.1%. Reaction SMILES: [C:1]1([CH:7]([C:26]2[CH:31]=[CH:30][CH:29]=[CH:28][CH:27]=2)[O:8][CH:9]2[CH2:14][CH2:13][N:12]([CH2:15][CH2:16][CH2:17][O:18][C:19]3[CH:24]=[CH:23][CH:22]=[CH:21][C:20]=3[NH2:25])[CH2:11][CH2:10]2)[CH:6]=[CH:5][CH:4]=[CH:3][CH:2]=1.[C:32]1([S:38](Cl)(=[O:40])=[O:39])[CH:37]=[CH:36][CH:35]=[CH:34][CH:33]=1>N1C=CC=CC=1>[C:1]1([CH:7]([C:26]2[CH:27]=[CH:28][CH:29]=[CH:30][CH:31]=2)[O:8][CH:9]2[CH2:14][CH2:13][N:12]([CH2:15][CH2:16][CH2:17][O:18][C:19]3[CH:24]=[CH:23][CH:22]=[CH:21][C:20]=3[NH:25][S:38]([C:32]3[CH:37]=[CH:36][CH:35]=[CH:34][CH:33]=3)(=[O:40])=[O:39])[CH2:11][CH2:10]2)[CH:2]=[CH:3][CH:4]=[CH:5][CH:6]=1. Procedure details: Into 25 ml of pyridine was dissolved 1.0 g of 4-diphenylmethoxy-1-[3-(2-aminophenoxy)propyl]piperidine obtained in Example 1 (b), and 0.51 g of benzenesulfonyl chloride was added dropwise to the resultant solution at room temperature, followed by stirring for 30 minutes. The reaction solution was poured into ice water, and extracted with chloroform. The extract was washed with water, and chloroform was removed. The residue was eluted with ethyl acetate-chloroform (1:1) by silica gel column chrom... Reactants: Cl.C1(=CC=CC=C1)CNC1=C(C=NC2=CC=CN=C12)NC(COCC)=O (N-(4-Phenylmethylamino[1,5]naphthyridin-3-yl)-ethoxyacetamide hydrochloride), solution, N (ammonia). The solvent is CO (methanol). Reaction conditions: temperature 150 celsius. The product is C(C)OCC=1N(C2=C(C=NC=3C=CC=NC23)N1)CC1=CC=CC=C1 (2-ethoxymethyl-1-phenylmethyl-1H-imidazo[4,5-c][1,5]naphthyridine). The yield is 87.1%. RXN SMILES: Cl.[C:2]1([CH2:8][NH:9][C:10]2[C:19]3[C:14](=[CH:15][CH:16]=[CH:17][N:18]=3)[N:13]=[CH:12][C:11]=2[NH:20][C:21](=O)[CH2:22][O:23][CH2:24][CH3:25])[CH:7]=[CH:6][CH:5]=[CH:4][CH:3]=1.N>CO>[CH2:24]([O:23][CH2:22][C:21]1[N:9]([CH2:8][C:2]2[CH:7]=[CH:6][CH:5]=[CH:4][CH:3]=2)[C:10]2[C:19]3[N:18]=[CH:17][CH:16]=[CH:15][C:14]=3[N:13]=[CH:12][C:11]=2[N:20]=1)[CH3:25] |f:0.1|. Reported procedure: N-(4-Phenylmethylamino[1,5]naphthyridin-3-yl)-ethoxyacetamide hydrochloride (5.8 g, 15.5 mmol) was combined with a 7% solution of ammonia in methanol (100 mL), placed in a sealed Parr vessel and then heated at 150° C. for 6 hours. The reaction mixture was concentrated under vacuum. The residue was partitioned between water and dichloromethane. The dichloromethane layer was separated, washed with water, dried over magnesium sulfate and then concentrated under vacuum. The residue was recrystallize... Starting materials: CN (methylamine), CO (methanol), S1C2=C(C(=C1)C=O)C=CC=C2 (benzo[b]thiophen-3-carboxaldehyde), CC(=O)O (HOAc), [BH3-]C#N.[Na+] (NaBH3CN). Conditions: time 1 hour. Yields the product CNCC=1C2=C(SC1)C=CC=C2 (3-(methylaminomethyl)benzo[b]thiophene). Yield: 48.0%. RXN SMILES: CN.CO.[S:5]1[CH:9]=[C:8]([CH:10]=O)[C:7]2[CH:12]=[CH:13][CH:14]=[CH:15][C:6]1=2.CC(O)=O.[BH3-][C:21]#[N:22].[Na+]>>[CH3:21][NH:22][CH2:10][C:8]1[C:7]2[CH:12]=[CH:13][CH:14]=[CH:15][C:6]=2[S:5][CH:9]=1 |f:4.5|. Reported procedure: To a stirred solution of 2 M methylamine in methanol (75 mmole, 150 mmole) was added benzo[b]thiophen-3-carboxaldehyde (5.3 g, 33 mmole) and HOAc (43 mL, 75 mmole). The reaction was stirred at RT for 1 h, then NaBH3CN (2.1 g, 33 mmole) was added portionwise over 5 minutes. The reaction was stirred for an additional 16 b then was concentrated under vacuum. The residue was taken up in Et2O (300 mL) and washed with 1.0 N NaOH (300 mL) then with brine, dried (Na2SO4), and concentrated. Purification ... Reactants: [Al+3], COC(=O)c1c(F)c(F)c(C)c(F)c1OC, Cl, [H-], [H-], [H-], [H-], [Li+], [Na], O. Product: COc1c(F)c(C)c(F)c(F)c1CO. Reaction SMILES: [Al+3:2].[CH3:7][O:8][c:9]1[c:10]([C:11](=[O:12])[O:13][CH3:14])[c:15]([F:22])[c:16]([F:21])[c:17]([CH3:20])[c:18]1[F:19].[ClH:24].[H-:1].[H-:4].[H-:5].[H-:6].[Li+:3].[Na:25].[OH2:23]>>[CH3:7][O:8][c:9]1[c:10]([CH2:11][OH:12])[c:15]([F:22])[c:16]([F:21])[c:17]([CH3:20])[c:18]1[F:19].